This data is from the Open Reaction Database (ORD), a public repository of structured organic reaction records. The task is: describe an organic reaction: reactants, conditions, products, and yield The reactants are C(C)(=O)OC1=C(C(N2CCOC=3C2=C1C=C(C3)N)=O)C(=O)N3CCC1=CC=CC=C31 (2,3-dihydro-7-acetoxy-9-amino-6-(1-indolinylcarbonyl)-5-oxo-5H-pyrido[1,2,3-de]-1,4-benzoxazine), C([O-])([O-])=O.[K+].[K+] (potassium carbonate), CN(C=O)C (N,N-dimethylformamide), Cl (hydrochloric acid). Reaction conditions: time 1 hour. Product: C(C)(=O)NC=1C=C2C=3N(CCO2)C(C(=C(C3C1)O)C(=O)N1CCC3=CC=CC=C13)=O (2,3-dihydro-9-acetylamino-7-hydroxy-6-(1-indolinyl-carbonyl)-5-oxo-5H-pyrido[1,2,3-de]-1,4-benzoxazine). RXN SMILES: C([O:4][C:5]1[C:14]2[CH:15]=[C:16]([NH2:18])[CH:17]=[C:12]3[C:13]=2[N:8]([CH2:9][CH2:10][O:11]3)[C:7](=[O:19])[C:6]=1[C:20]([N:22]1[C:30]2[C:25](=[CH:26][CH:27]=[CH:28][CH:29]=2)[CH2:24][CH2:23]1)=[O:21])(=O)C.[C:31](=[O:34])([O-])[O-].[K+].[K+].Cl.[CH3:38]N(C)C=O>>[C:31]([NH:18][C:16]1[CH:17]=[C:12]2[O:11][CH2:10][CH2:9][N:8]3[C:7](=[O:19])[C:6]([C:20]([N:22]4[C:30]5[C:25](=[CH:26][CH:27]=[CH:28][CH:29]=5)[CH2:24][CH2:23]4)=[O:21])=[C:5]([OH:4])[C:14]([CH:15]=1)=[C:13]23)(=[O:34])[CH3:38] |f:1.2.3|. Procedure details: A mixture of 2,3-dihydro-7-acetoxy-9-amino-6-(1-indolinylcarbonyl)-5-oxo-5H-pyrido[1,2,3-de]-1,4-benzoxazine (1.5 g) and potassium carbonate (0.5 g) in N,N-dimethylformamide (10 ml) was stirred at room temperature for 1 hour. The mixture was poured into cold diluted hydrochloric acid and extracted with ethyl acetate. The extract was washed with water and evaporated. The residue (1 g) was purified by column 10 chromatography on silica gel eluting with chloroform-methanol (30:1) to give crystals o... The reactants are [I-].[Na+] (sodium iodide), C(C)OC1=CC=C(\C=C/2\C(NC(S2)=O)=O)C=C1 ((Z)-5-(4-ethoxybenzylidene)thiazolidine-2,4-dione), N1=CC(=CC=C1)CCl (3-picolyl chloride), C([O-])([O-])=O.[K+].[K+] (potassium carbonate), Cl (HCl), C(C)OC1=CC=C(\C=C/2\C(N(C(S2)=O)CCC)=O)C=C1 ((Z)-5-(4-ethoxybenzylidene)-3-propylthiazolidine-2,4-dione). Product: C(C)OC1=CC=C(\C=C/2\C(N(C(S2)=O)CC=2C=NC=CC2)=O)C=C1 ((Z)-5-(4-ethoxybenzylidene)-3-(pyridin-3-ylmethyl)thiazolidine-2,4-dione). As a reaction SMILES: [CH2:1]([O:3][C:4]1[CH:17]=[CH:16][C:7](/[CH:8]=[C:9]2/[C:10](=[O:15])[NH:11][C:12](=[O:14])[S:13]/2)=[CH:6][CH:5]=1)[CH3:2].[N:18]1[CH:23]=[CH:22][CH:21]=[C:20]([CH2:24]Cl)[CH:19]=1.Cl.[I-].[Na+].C(=O)([O-])[O-].[K+].[K+].C(OC1C=CC(/C=C2/C(=O)N(CCC)C(=O)S/2)=CC=1)C>>[CH2:1]([O:3][C:4]1[CH:17]=[CH:16][C:7](/[CH:8]=[C:9]2/[C:10](=[O:15])[N:11]([CH2:24][C:20]3[CH:19]=[N:18][CH:23]=[CH:22][CH:21]=3)[C:12](=[O:14])[S:13]/2)=[CH:6][CH:5]=1)[CH3:2] |f:3.4,5.6.7|. Procedure: The title compound 28k was prepared from compound 2 (75 mg, 0.30 mmol), 3-picolyl chloride.HCl (54 mg, 0.33 mmol), sodium iodide (45 mg, 0.30 mmol) and potassium carbonate (124 mg, 0.90 mmol) in a manner similar to that described for 28d in 93.1% (95 mg) yield as a white solid. Reactants: Na, C(C)(=O)NC(C(=O)OCC)C(=O)OCC (diethyl 2-(acetylamino)malonate), BrCC1=CC2=CC=C(C=C2C=C1)C1=C(C=CC=C1Cl)Cl (2-(bromomethyl)-6-(2,6-dichlorophenyl)naphthalene), O (water). Run in C(C)O (ethanol), C(C)O (ethanol). Conditions: time 1 hour. The product is C(C)(=O)NC(C(=O)OCC)CC1=CC2=CC=C(C=C2C=C1)C1=C(C=CC=C1Cl)Cl (ethyl 2-(acetylamino)-3-[6-(2,6-dichlorophenyl)-2-naphthyl]propanoate). Reaction SMILES: [C:1]([NH:4][CH:5]([C:11]([O:13][CH2:14][CH3:15])=[O:12])[C:6](OCC)=O)(=[O:3])[CH3:2].BrC[C:18]1[CH:27]=[CH:26][C:25]2[C:20](=[CH:21][CH:22]=[C:23]([C:28]3[C:33]([Cl:34])=[CH:32][CH:31]=[CH:30][C:29]=3[Cl:35])[CH:24]=2)[CH:19]=1.O>C(O)C>[C:1]([NH:4][CH:5]([CH2:6][C:18]1[CH:27]=[CH:26][C:25]2[C:20](=[CH:21][CH:22]=[C:23]([C:28]3[C:29]([Cl:35])=[CH:30][CH:31]=[CH:32][C:33]=3[Cl:34])[CH:24]=2)[CH:19]=1)[C:11]([O:13][CH2:14][CH3:15])=[O:12])(=[O:3])[CH3:2]. Reported procedure: To a solution of Na (0.092 g) in ethanol (5 ml) is added diethyl 2-(acetylamino)malonate (0.870 g). The mixture is stirred for 1 h. A solution of 2-(bromomethyl)-6-(2,6-dichlorophenyl)naphthalene 288 (0.978 g) in ethanol (5 ml) is added, under argon. The mixture is stirred under reflux for 5 h. After addition of water (5 ml), the solution is concentrated under vacuum and then diluted with AcOEt (5 ml). The aqueous phase is extracted with AcOEt (3×15 ml). The organic phases are dried over MgSO4, ... Starting materials: ClCCl, COc1ccc(OC)c(CC(=O)Nc2cc(N)c(C#N)c(OC(C)C)n2)c1, COCCOc1nc(N)cc(N)c1C#N, O, c1ccncc1. Yields the product COCCOc1nc(NC(=O)Cc2cc(OC)ccc2OC)cc(N)c1C#N. RXN SMILES: [Cl:49][CH2:50][Cl:51].[NH2:16][c:17]1[c:18]([C:19]#[N:20])[c:21]([O:22][CH:23]([CH3:24])[CH3:25])[n:26][c:27]([NH:28][C:30]([CH2:31][c:32]2[c:33]([O:40][CH3:41])[cH:34][cH:35][c:36]([O:38][CH3:39])[cH:37]2)=[O:42])[cH:29]1.[NH2:1][c:2]1[cH:3][c:4]([NH2:15])[n:5][c:6]([O:10][CH2:11][CH2:12][O:13][CH3:14])[c:7]1[C:8]#[N:9].[OH2:52].[cH:43]1[cH:44][cH:45][n:46][cH:47][cH:48]1>>[NH2:1][c:2]1[cH:3][c:4]([NH:15][C:30]([CH2:31][c:32]2[c:33]([O:40][CH3:41])[cH:34][cH:35][c:36]([O:38][CH3:39])[cH:37]2)=[O:42])[n:5][c:6]([O:10][CH2:11][CH2:12][O:13][CH3:14])[c:7]1[C:8]#[N:9]. Starting materials: Cc1cccc2[nH]ccc12, CN(C)C=O, Cl, [H-], [Na+], Cc1ccc(S(=O)(=O)Cl)cc1. Yields the product Cc1ccc(S(=O)(=O)n2ccc3c(C)cccc32)cc1. As a reaction SMILES: [CH3:1][c:2]1[c:3]2[cH:4][cH:5][nH:6][c:7]2[cH:8][cH:9][cH:10]1.[CH3:25][N:26]([CH3:27])[CH:28]=[O:29].[ClH:24].[H-:11].[Na+:12].[c:13]1([CH3:23])[cH:14][cH:15][c:16]([S:19](=[O:20])(=[O:21])[Cl:22])[cH:17][cH:18]1>>[CH3:1][c:2]1[c:3]2[cH:4][cH:5][n:6]([S:19]([c:16]3[cH:15][cH:14][c:13]([CH3:23])[cH:18][cH:17]3)(=[O:20])=[O:21])[c:7]2[cH:8][cH:9][cH:10]1. Starting materials: OC1=CC=C2C(C(=COC2=C1)C1=C(C=CC=C1)OC)=O (7-hydroxy-3-(2-methoxy-phenyl)-chromen-4-one), B(Br)(Br)Br (BBr3). Run in C(Cl)Cl (CH2Cl2). Conditions: temperature -80 celsius, time 12 hour. Product: OC1=CC=C2C(C(=COC2=C1)C1=C(C=CC=C1)O)=O (7-hydroxy-3-(2-hydroxy-phenyl)-chromen-4-one). Yield: 79.9%. RXN SMILES: [OH:1][C:2]1[CH:11]=[C:10]2[C:5]([C:6](=[O:20])[C:7]([C:12]3[CH:17]=[CH:16][CH:15]=[CH:14][C:13]=3[O:18]C)=[CH:8][O:9]2)=[CH:4][CH:3]=1.B(Br)(Br)Br>C(Cl)Cl>[OH:1][C:2]1[CH:11]=[C:10]2[C:5]([C:6](=[O:20])[C:7]([C:12]3[CH:17]=[CH:16][CH:15]=[CH:14][C:13]=3[OH:18])=[CH:8][O:9]2)=[CH:4][CH:3]=1. Procedure: To a stirred solution of 7-hydroxy-3-(2-methoxy-phenyl)-chromen-4-one (5 gm, 18.7 mmol) in dry CH2Cl2 (50 ml) at −80° C. was added BBr3 (3.6 ml in DCM, 37.4 mmol). The reaction mixture was then stirred for 1 hour at −80° C. and 12 hours at room temperature. The reaction was then quenched with ice-cooled water. The reaction mixture was then extracted with CH2Cl2 and the organic layer was separated, washed with brine, dried over Na2SO4, and evaporated. The residue was purified by silica gel column...